From a dataset of the Open Reaction Database (ORD), a public repository of structured organic reaction records. describe an organic reaction: reactants, conditions, products, and yield Reactants: NC1=C(C=CC=C1)S (2-aminothiophenol), OC1=C(C=C(C(=O)O)C=C1)[N+](=O)[O-] (4-hydroxy-3-nitrobenzoic acid), O=P12OP3(=O)OP(=O)(O1)OP(=O)(O2)O3 (phosphorus pentoxide), CS(=O)(=O)O (methanesulfonic acid), C([O-])(O)=O.[Na+] (sodium bicarbonate), [OH-].[Na+] (sodium hydroxide). Run at temperature 90 celsius. Product: S1C(=NC2=C1C=CC=C2)C2=CC(=C(C=C2)O)[N+](=O)[O-] (4-(2-Benzothiazolyl)-2-nitrophenol). Yield: 20.2%. Reaction SMILES: [NH2:1][C:2]1[CH:7]=[CH:6][CH:5]=[CH:4][C:3]=1[SH:8].[OH:9][C:10]1[CH:18]=[CH:17][C:13]([C:14](O)=O)=[CH:12][C:11]=1[N+:19]([O-:21])=[O:20].O=P12OP3(OP(OP(O3)(O1)=O)(=O)O2)=O.CS(O)(=O)=O.C(=O)(O)[O-].[Na+].[OH-].[Na+]>>[S:8]1[C:3]2[CH:4]=[CH:5][CH:6]=[CH:7][C:2]=2[N:1]=[C:14]1[C:13]1[CH:17]=[CH:18][C:10]([OH:9])=[C:11]([N+:19]([O-:21])=[O:20])[CH:12]=1 |f:4.5,6.7|. Procedure details: A mixture of 14.8 g 2-aminothiophenol, 21.6 g 4-hydroxy-3-nitrobenzoic acid, 18 g phosphorus pentoxide and 180 g methanesulfonic acid was heated at 90° C. for 10 hours. The reaction mixture was brought to pH 5 byaddition of sodium bicarbonate and sodium hydroxide solutions, and the solid product collected. The latter was recrystallized first from ethyl acetate and then from acetonitrile to give 6.5 g of the above-indicated product, orange-brown needles, m.p. 214°-215° C. The reactants are CC(=O)O, O=N[O-], CCOC(C)Cn1c(N)cc(=O)[nH]c1=S, [Na+]. Product: CCOC(C)Cn1c(N)c(N=O)c(=O)[nH]c1=S. As a reaction SMILES: [CH3:20][C:21](=[O:22])[OH:23].[N:16](=[O:17])[O-:18].[NH2:1][c:2]1[cH:3][c:4](=[O:15])[nH:5][c:6](=[S:14])[n:7]1[CH2:8][CH:9]([CH3:10])[O:11][CH2:12][CH3:13].[Na+:19]>>[NH2:1][c:2]1[c:3]([N:16]=[O:17])[c:4](=[O:15])[nH:5][c:6](=[S:14])[n:7]1[CH2:8][CH:9]([CH3:10])[O:11][CH2:12][CH3:13]. The product is Cc1oc(-c2cccc(Cl)c2)nc1Cn1c(C)c(C=O)c2cc(C(O)(C(F)(F)F)C(F)(F)F)ccc21. Reaction SMILES: [Cl:1][c:2]1[cH:3][c:4](-[c:8]2[o:9][c:10]([CH3:34])[c:11]([CH2:13][n:14]3[c:15]([CH3:33])[cH:16][c:17]4[cH:18][c:19]([C:23]([C:24]([F:25])([F:26])[F:27])([C:28]([F:29])([F:30])[F:31])[OH:32])[cH:20][cH:21][c:22]34)[n:12]2)[cH:5][cH:6][cH:7]1.[Cl:45][CH:46]([Cl:47])[CH3:48].[O:35]=[CH:36][N:37]([CH3:38])[CH3:39].[P:40]([Cl:41])([Cl:42])([Cl:43])=[O:44]>>[Cl:1][c:2]1[cH:3][c:4](-[c:8]2[o:9][c:10]([CH3:34])[c:11]([CH2:13][n:14]3[c:15]([CH3:33])[c:16]([CH:36]=[O:35])[c:17]4[cH:18][c:19]([C:23]([C:24]([F:25])([F:26])[F:27])([C:28]([F:29])([F:30])[F:31])[OH:32])[cH:20][cH:21][c:22]34)[n:12]2)[cH:5][cH:6][cH:7]1. The reactants are Cc1oc(-c2cccc(Cl)c2)nc1Cn1c(C)cc2cc(C(O)(C(F)(F)F)C(F)(F)F)ccc21, CC(Cl)Cl, CN(C)C=O, O=P(Cl)(Cl)Cl. Reactants: C(C=C)(=O)OC (methyl 2-propenoate), 221, FC1=CC=C(C=C1)CC#N (4-fluorobenzeneacetonitrile), C[O-].[Na+] (sodium methoxide), CC1=C(C=CC=C1)C (dimethylbenzene). Run at time 5 minute. Product: 134.5, FC1=CC=C(C=C1)C1(CCC(CC1)=O)C#N (1-(4-fluorophenyl)-4-oxocyclohexanecarbonitrile). RXN SMILES: [F:1][C:2]1[CH:7]=[CH:6][C:5]([CH2:8][C:9]#[N:10])=[CH:4][CH:3]=1.C[O-].[Na+].[C:14]([O:18]C)(=O)[CH:15]=[CH2:16].[CH3:20][C:21]1C=CC=CC=1C>>[F:1][C:2]1[CH:7]=[CH:6][C:5]([C:8]2([C:9]#[N:10])[CH2:16][CH2:15][C:14](=[O:18])[CH2:21][CH2:20]2)=[CH:4][CH:3]=1 |f:1.2|. Procedure: A mixture of 221 parts of 4-fluorobenzeneacetonitrile, 700 parts of sodium methoxide solution 30% and 900 parts of dimethylbenzene was stirred for 5 minutes. Then there were added dropwise 309 parts of methyl 2-propenoate (exothermic reaction: temperature rose to 65° C.). Upon completion, stirring was continued overnight at reflux temperature. The methanol was distilled off till an internal temperature of 110° C. was reached. After cooling, 1000 parts of a hydrochloric acid solution 6N were adde...